Dataset: the Open Reaction Database (ORD), a public repository of structured organic reaction records. Task: describe an organic reaction: reactants, conditions, products, and yield Reactants: O=C([O-])O, CC1COCCN1c1cc(C(C)(C)S(=O)(=O)C2CC2)nc(-c2ccc(N)cc2)n1, O=C(Cl)Oc1ccccc1, [Na+], C1COCCO1. Product: CC1COCCN1c1cc(C(C)(C)S(=O)(=O)C2CC2)nc(-c2ccc(NC(=O)Oc3ccccc3)cc2)n1. As a reaction SMILES: [C:40](=[O:41])([OH:42])[O-:43].[CH:11]1([S:14](=[O:15])(=[O:16])[C:17]([CH3:18])([CH3:19])[c:20]2[n:21][c:22](-[c:33]3[cH:34][cH:35][c:36]([NH2:37])[cH:38][cH:39]3)[n:23][c:24]([N:26]3[CH:27]([CH3:32])[CH2:28][O:29][CH2:30][CH2:31]3)[cH:25]2)[CH2:12][CH2:13]1.[Cl:1][C:2](=[O:3])[O:4][c:5]1[cH:6][cH:7][cH:8][cH:9][cH:10]1.[Na+:44].[O:45]1[CH2:46][CH2:47][O:48][CH2:49][CH2:50]1>>[C:2](=[O:3])([O:4][c:5]1[cH:6][cH:7][cH:8][cH:9][cH:10]1)[NH:37][c:36]1[cH:35][cH:34][c:33](-[c:22]2[n:21][c:20]([C:17]([S:14]([CH:11]3[CH2:12][CH2:13]3)(=[O:15])=[O:16])([CH3:18])[CH3:19])[cH:25][c:24]([N:26]3[CH:27]([CH3:32])[CH2:28][O:29][CH2:30][CH2:31]3)[n:23]2)[cH:39][cH:38]1. Reactants: CC(C)=O, CC(C)(C)C#CC(O)C#CC(C)(C)C. The product is CC(C)(C)C#CC(=O)C#CC(C)(C)C. Reaction SMILES: [CH3:15][C:16](=[O:17])[CH3:18].[CH3:1][C:2]([CH3:3])([C:4]#[C:5][CH:6]([C:7]#[C:8][C:9]([CH3:10])([CH3:11])[CH3:12])[OH:13])[CH3:14]>>[CH3:1][C:2]([CH3:3])([C:4]#[C:5][C:6]([C:7]#[C:8][C:9]([CH3:10])([CH3:11])[CH3:12])=[O:13])[CH3:14]. Starting materials: C(C)(=O)O[C@H]1[C@H](OC(C)=O)[C@@H](OC(C)=O)[C@H](O[C@H]2[C@H](OC(C)=O)[C@@H](OC(C)=O)[C@@H](OC(C)=O)[C@H](O2)COC(C)=O)[C@H](O1)COC(C)=O (β-lactose octaacetate), C[Si](C)(C)N=[N+]=[N-] (trimethylsilyl azide), Cl[Sn](Cl)(Cl)Cl (SnCl4). Solvent: C(Cl)Cl (CH2Cl2), C(Cl)Cl (CH2Cl2). Conditions: time 8 hour. Product: C(C)(=O)O[C@H]1[C@H](O[C@@H]([C@@H]([C@@H]1OC(C)=O)OC(C)=O)COC(C)=O)O[C@H]1[C@@H]([C@H]([C@@H](O[C@@H]1COC(C)=O)N=[N+]=[N-])OC(C)=O)OC(C)=O (4-O-(2,3,4,6-tetra-O-acetyl-α-D-galactopyranosyl)-2,3,6-tri-O-acetyl-β-D-glucopyranosyl azide). The yield is 89.7%. Reaction SMILES: C(O[C@@H:5]1[O:42][C@H:41]([CH2:43][O:44][C:45](=[O:47])[CH3:46])[C@@H:16]([O:17][C@@H:18]2[O:35][C@H:34]([CH2:36][O:37][C:38](=[O:40])[CH3:39])[C@H:29]([O:30][C:31](=[O:33])[CH3:32])[C@H:24]([O:25][C:26](=[O:28])[CH3:27])[C@H:19]2[O:20][C:21](=[O:23])[CH3:22])[C@H:11]([O:12][C:13](=[O:15])[CH3:14])[C@H:6]1[O:7][C:8](=[O:10])[CH3:9])(=O)C.C[Si]([N:52]=[N+:53]=[N-:54])(C)C.Cl[Sn](Cl)(Cl)Cl>C(Cl)Cl>[C:21]([O:20][C@@H:19]1[C@@H:24]([O:25][C:26](=[O:28])[CH3:27])[C@@H:29]([O:30][C:31](=[O:33])[CH3:32])[C@@H:34]([CH2:36][O:37][C:38](=[O:40])[CH3:39])[O:35][C@@H:18]1[O:17][C@@H:16]1[C@@H:41]([CH2:43][O:44][C:45](=[O:47])[CH3:46])[O:42][C@@H:5]([N:52]=[N+:53]=[N-:54])[C@H:6]([O:7][C:8](=[O:10])[CH3:9])[C@H:11]1[O:12][C:13](=[O:15])[CH3:14])(=[O:23])[CH3:22]. Procedure: A mixture of β-lactose octaacetate (203 mg, 0.3 mmol), trimethylsilyl azide (41 mg, 0.35 mmol), and SnCl4 (40 mg, 0.15 mmol) in CH2Cl2 (1.5 ml) was stirred overnight at room temperature. The solution was diluted with CH2Cl2 (20 ml) and washed twice with 1 M potassium fluoride solution (5 ml), water (5 ml) and evaporated affording 4-O-(2,3,4,6-tetra-O-acetyl-α-D-galactopyranosyl)-2,3,6-tri-O-acetyl-β-D-glucopyranosyl azide (25) (178 mg 90%).